Dataset: the Open Reaction Database (ORD), a public repository of structured organic reaction records. Task: describe an organic reaction: reactants, conditions, products, and yield Starting materials: C1COCCO1, CCN(CC)S(F)(F)F, O, COCCOCC(O)Cn1cnc([N+](=O)[O-])n1. The product is COCCOCC(F)Cn1cnc([N+](=O)[O-])n1. RXN SMILES: [CH2:18]1[O:19][CH2:20][CH2:21][O:22][CH2:23]1.[CH2:24]([N:25]([S:26]([F:27])([F:28])[F:30])[CH2:29][CH3:31])[CH3:32].[OH2:33].[OH:1][CH:2]([CH2:3][n:4]1[n:5][c:6]([N+:9](=[O:10])[O-:11])[n:7][cH:8]1)[CH2:12][O:13][CH2:14][CH2:15][O:16][CH3:17]>>[CH:2]([CH2:3][n:4]1[n:5][c:6]([N+:9](=[O:10])[O-:11])[n:7][cH:8]1)([CH2:12][O:13][CH2:14][CH2:15][O:16][CH3:17])[F:30]. The reactants are ) - ( e ), O1C(CCCC1)OCC=[N+]=[N-] (2-(tetrahydropyran-2-yloxy)-1-diazoethane), NC(=O)N (urea), CCOCC (ether), O[C@@H]1[C@@H]2[C@]3(C=CC(C=C3CC[C@H]2[C@@H]2C[C@H]([C@](C(CO)=O)([C@]2(C1)C)O)O)=O)C (11β,16α,17,21-tetrahydroxypregna-1,4-diene-3,20-dione). The solvent is CO (methanol), ether-pentane. The product is C(C)(=O)[O-] (acetate), O1C(CCCC1)OCCO[C@H]1[C@](C(CO)=O)([C@]2(C[C@@H]([C@@H]3[C@]4(C=CC(C=C4CC[C@H]3[C@@H]2C1)=O)C)O)C)O (16α-[2-(tetrahydropyran-2-yloxy)ethoxy]-11β,17,21-trihydroxypregna-1,4-diene-3,20-dione). Reaction SMILES: [O:1]1[CH2:6][CH2:5][CH2:4][CH2:3][CH:2]1[O:7][CH2:8][CH:9]=[N+]=[N-].NC(N)=O.CCOCC.[OH:21][C@H:22]1[CH2:42][C@@:41]2([CH3:43])[C@@H:33]([CH2:34][C@@H:35]([OH:45])[C@:36]2([OH:44])[C:37](=[O:40])[CH2:38][OH:39])[C@H:32]2[C@H:23]1[C@:24]1([CH3:47])[C:29]([CH2:30][CH2:31]2)=[CH:28][C:27](=[O:46])[CH:26]=[CH:25]1>CO>[C:2]([O-:7])(=[O:1])[CH3:3].[O:1]1[CH2:6][CH2:5][CH2:4][CH2:3][CH:2]1[O:7][CH2:8][CH2:9][O:45][C@@H:35]1[CH2:34][C@@H:33]2[C@:41]([CH3:43])([CH2:42][C@H:22]([OH:21])[C@H:23]3[C@H:32]2[CH2:31][CH2:30][C:29]2[C@:24]3([CH3:47])[CH:25]=[CH:26][C:27](=[O:46])[CH:28]=2)[C@@:36]1([OH:44])[C:37](=[O:40])[CH2:38][OH:39]. Reported procedure: A solution of 2-(tetrahydropyran-2-yloxy)-1-diazoethane (prepared from 69.1 g of N-]2-(tetrahydropyran-2-yloxy)ethyl]urea by the procedure described in (a) - (e) above) in 600 ml of 3:1 ether-pentane is stirred with 200 ml each of ether and methanol at 0°C. Fourteen g of 11β,16α,17,21-tetrahydroxypregna-1,4-diene-3,20-dione, 16,17-cycloborate is added in portions. After nitrogen evolution ceases the solvents are removed in vacuo and the residue is dissolved in chloroform and chromatographed on a... The reactants are ClC1=NC(=NC(=N1)N1C2COCC1COC2)N2C1COCC2COC1 (9,9′-(6-chloro-1,3,5-triazine-2,4-diyl)bis(3,7-dioxa-9-azabicyclo[3.3.1]nonane)), NC1=CC=C(C=C1)B1OC(C)(C)C(C)(C)O1 (4-aminophenylboronic acid pinacol ester), C1(=CC=CC=C1)C (toluene), C(=O)([O-])[O-].[Na+].[Na+] (Na2CO3). Reagents/catalysts: C=1C=CC(=CC1)[P](C=2C=CC=CC2)(C=3C=CC=CC3)[Pd]([P](C=4C=CC=CC4)(C=5C=CC=CC5)C=6C=CC=CC6)([P](C=7C=CC=CC7)(C=8C=CC=CC8)C=9C=CC=CC9)[P](C=1C=CC=CC1)(C=1C=CC=CC1)C=1C=CC=CC1 (Pd(PPh3)4). The solvent is CCO (EtOH). Reaction conditions: temperature 120 celsius. The product is C12COCC(COC1)N2C2=NC(=NC(=N2)N2C1COCC2COC1)C1=CC=C(N)C=C1 (4-(4,6-di(3,7-dioxa-9-azabicyclo[3.3.1]nonan-9-yl)-1,3,5-triazin-2-yl)aniline). Yield: 69.3%. RXN SMILES: Cl[C:2]1[N:7]=[C:6]([N:8]2[CH:13]3[CH2:14][O:15][CH2:16][CH:9]2[CH2:10][O:11][CH2:12]3)[N:5]=[C:4]([N:17]2[CH:22]3[CH2:23][O:24][CH2:25][CH:18]2[CH2:19][O:20][CH2:21]3)[N:3]=1.[NH2:26][C:27]1[CH:32]=[CH:31][C:30](B2OC(C)(C)C(C)(C)O2)=[CH:29][CH:28]=1.C1(C)C=CC=CC=1.C([O-])([O-])=O.[Na+].[Na+]>C1C=CC([P]([Pd]([P](C2C=CC=CC=2)(C2C=CC=CC=2)C2C=CC=CC=2)([P](C2C=CC=CC=2)(C2C=CC=CC=2)C2C=CC=CC=2)[P](C2C=CC=CC=2)(C2C=CC=CC=2)C2C=CC=CC=2)(C2C=CC=CC=2)C2C=CC=CC=2)=CC=1.CCO>[CH:22]12[N:17]([C:4]3[N:5]=[C:6]([N:8]4[CH:13]5[CH2:14][O:15][CH2:16][CH:9]4[CH2:10][O:11][CH2:12]5)[N:7]=[C:2]([C:30]4[CH:31]=[CH:32][C:27]([NH2:26])=[CH:28][CH:29]=4)[N:3]=3)[CH:18]([CH2:25][O:24][CH2:23]1)[CH2:19][O:20][CH2:21]2 |f:3.4.5,^1:58,60,79,98|. Procedure details: To a 10 mL vial were added 9,9′-(6-chloro-1,3,5-triazine-2,4-diyl)bis(3,7-dioxa-9-azabicyclo[3.3.1]nonane) (150 mg, 0.406 mmol), 4-aminophenylboronic acid pinacol ester (133 mg, 0.61 mmol), Pd(PPh3)4 (10 mg), toluene (1 mL), EtOH (1 mL) and 2M Na2CO3 aqueous solution (0.305 mL). The resulting mixture was heated at 120° C. for 20 minutes in microwave oven. The reaction mixture was cooled to room temperature. The aqueous phase was extracted with EtOAc, and the combined organic phases were dried ov... Starting materials: Cl.N1=C(C=CC=C1)N1CCN(CC1)CCCCN1C(C2=CC=CC=3C2=C(C1=O)C=CC3)=O (2-[4-[4-(2-Pyridinyl)-1-piperazinyl]butyl]-1H-benz[de]-isoquinoline-1,3-(2H)-dione, hydrochloride), BrCCCCCCN1C(C2=CC=CC=3C2=C(C1=O)C=CC3)=O (2-(6-bromohexyl)-1H-benz[de]isoquinoline-1,3(2H)-dione), BrCCCCN1C(C2=CC=CC=3C2=C(C1=O)C=CC3)=O (2-(4-bromobutyl)-1H-benz[de]isoquinoline-1,3-(2H)-dione). Yields the product Cl.N1=C(C=CC=C1)N1CCN(CC1)CCCCCCN1C(C2=CC=CC=3C2=C(C1=O)C=CC3)=O (2-[6-[4-(2-pyridinyl)-1-piperazinyl]-hexyl]-1H-benz[de]isoquinoline-1,3(2H)-dione, hydrochloride). As a reaction SMILES: [ClH:1].[N:2]1[CH:7]=[CH:6][CH:5]=[CH:4][C:3]=1[N:8]1[CH2:13][CH2:12][N:11](CCCCN2C(=O)C3C=CC=C4C=3C(=CC=C4)C2=O)[CH2:10][CH2:9]1.Br[CH2:34][CH2:35][CH2:36][CH2:37][CH2:38][CH2:39][N:40]1[C:49](=[O:50])[C:48]2[CH:51]=[CH:52][CH:53]=[C:46]3[C:47]=2[C:42](=[CH:43][CH:44]=[CH:45]3)[C:41]1=[O:54].BrCCCCN1C(=O)C2C=CC=C3C=2C(=CC=C3)C1=O>>[ClH:1].[N:2]1[CH:7]=[CH:6][CH:5]=[CH:4][C:3]=1[N:8]1[CH2:9][CH2:10][N:11]([CH2:34][CH2:35][CH2:36][CH2:37][CH2:38][CH2:39][N:40]2[C:49](=[O:50])[C:48]3[CH:51]=[CH:52][CH:53]=[C:46]4[C:47]=3[C:42](=[CH:43][CH:44]=[CH:45]4)[C:41]2=[O:54])[CH2:12][CH2:13]1 |f:0.1,4.5|. Procedure details: Following the procedure of part (b) of example 46 but substituting 2-(6-bromohexyl)-1H-benz[de]isoquinoline-1,3(2H)-dione for the 2-(4-bromobutyl)-1H-benz[de]isoquinoline-1,3-(2H)-dione, one obtains 2-[6-[4-(2-pyridinyl)-1-piperazinyl]-hexyl]-1H-benz[de]isoquinoline-1,3(2H)-dione, hydrochloride (1:2). The reactants are Cl.CN(CCCN=C=NCC)C (N-(3-Dimethylaminopropyl)-N'-ethylcarbodiimide hydrochloride), C(C)(C)(C)OC(=O)N(C)[C@@H](C(=O)O)CC1=CC=CC=C1 ((2R)-2-(N-(tert-butoxycarbonyl)-N-methylamino)-3-phenylpropionic acid), O.ON1N=NC2=C1C=CC=C2 (1-hydroxybenzotriazole hydrate), hydrochloride salt, CN(C([C@H](CCCCNC(C)=O)N)=O)C ((2S)-6-acetylamino-2-aminohexanoic acid dimethylamide), C(C)N(C(C)C)C(C)C (Ethyidiisopropylamine). The solvent is C(C)(=O)OCC (ethyl acetate), ClCCl (dichloromethane), CN(C=O)C (N,N-dimethylformamide), CN(C=O)C (N,N-dimethylformamide). Reaction conditions: temperature 0 celsius, time 20 minute. RXN SMILES: Cl.CN(C)CCCN=C=NCC.[C:13]([O:17][C:18]([N:20]([C@H:22]([CH2:26][C:27]1[CH:32]=[CH:31][CH:30]=[CH:29][CH:28]=1)[C:23]([OH:25])=O)[CH3:21])=[O:19])([CH3:16])([CH3:15])[CH3:14].O.ON1C2C=CC=CC=2N=N1.[CH3:44][N:45]([CH3:58])[C:46](=[O:57])[C@@H:47]([NH2:56])[CH2:48][CH2:49][CH2:50][CH2:51][NH:52][C:53](=[O:55])[CH3:54].C(N(C(C)C)C(C)C)C>ClCCl.CN(C)C=O.C(OCC)(=O)C>[C:13]([O:17][C:18](=[O:19])[N:20]([C@@H:22]([C:23](=[O:25])[NH:56][C@H:47]([C:46](=[O:57])[N:45]([CH3:58])[CH3:44])[CH2:48][CH2:49][CH2:50][CH2:51][NH:52][C:53](=[O:55])[CH3:54])[CH2:26][C:27]1[CH:32]=[CH:31][CH:30]=[CH:29][CH:28]=1)[CH3:21])([CH3:14])([CH3:15])[CH3:16] |f:0.1,3.4|. The yield is 88.3%. Procedure: N-(3-Dimethylaminopropyl)-N'-ethylcarbodiimide hydrochloride (824 mg, 4.30 mmol) was added at 0° C. to a solution of (2R)-2-(N-(tert-butoxycarbonyl)-N-methylamino)-3-phenylpropionic acid (1.20 g, 4.30 mmol) and 1-hydroxybenzotriazole hydrate (659 mg, 4.30 mmol) in dichloromethane (15 ml) and N,N-dimethylformamide (15 ml). The reaction mixture was stirred for 20 min at 0° C. A solution of the hydrochloride salt of (2S)-6-acetylamino-2-aminohexanoic acid dimethylamide (1.86 g, 6.44 mmol) in N,N-di... Yields the product C(C)(C)(C)OC(N(C)[C@H](CC1=CC=CC=C1)C(N[C@@H](CCCCNC(C)=O)C(N(C)C)=O)=O)=O (N-[(1R)-1-((1S)-5-(acetylamino)-1-(dimethylcarbamoyl)pentylcarbamoyl)-2-phenylethyl]-N-methylcarbamic acid tert-butyl ester). The reactants are COc1cc2c(-c3cc4c(C=O)ccnc4n3S(=O)(=O)c3ccc(C)cc3)cn(C)c2cc1OC, NCCCc1ccccc1. Yields the product COc1cc2c(-c3cc4c(CNCCCc5ccccc5)ccnc4n3S(=O)(=O)c3ccc(C)cc3)cn(C)c2cc1OC. Reaction SMILES: [CH3:1][O:2][c:3]1[cH:4][c:5]2[c:6](-[c:15]3[cH:16][c:17]4[c:18]([n:19][cH:20][cH:21][c:22]4[CH:23]=[O:24])[n:25]3[S:26](=[O:27])(=[O:28])[c:29]3[cH:30][cH:31][c:32]([CH3:35])[cH:33][cH:34]3)[cH:7][n:8]([CH3:14])[c:9]2[cH:10][c:11]1[O:12][CH3:13].[c:36]1([CH2:42][CH2:43][CH2:44][NH2:45])[cH:37][cH:38][cH:39][cH:40][cH:41]1>>[CH3:1][O:2][c:3]1[cH:4][c:5]2[c:6](-[c:15]3[cH:16][c:17]4[c:18]([n:19][cH:20][cH:21][c:22]4[CH2:23][NH:45][CH2:44][CH2:43][CH2:42][c:36]4[cH:37][cH:38][cH:39][cH:40][cH:41]4)[n:25]3[S:26](=[O:27])(=[O:28])[c:29]3[cH:30][cH:31][c:32]([CH3:35])[cH:33][cH:34]3)[cH:7][n:8]([CH3:14])[c:9]2[cH:10][c:11]1[O:12][CH3:13]. Starting materials: CC(=O)Oc1c(C(C)(C)C)cc2c(c1C(C)(C)C)CC(C)(COc1ccc(N)cc1)O2, CC(C)C[Al+]CC(C)C, Cc1ccccc1, [Cl-], [H-], [NH4+]. Product: CC1(COc2ccc(N)cc2)Cc2c(cc(C(C)(C)C)c(O)c2C(C)(C)C)O1. As a reaction SMILES: [C:1](=[O:2])([CH3:3])[O:4][c:5]1[c:6]([C:28]([CH3:29])([CH3:30])[CH3:31])[cH:7][c:8]2[c:9]([c:23]1[C:24]([CH3:25])([CH3:26])[CH3:27])[CH2:10][C:11]([CH3:13])([CH2:14][O:15][c:16]1[cH:17][cH:18][c:19]([NH2:22])[cH:20][cH:21]1)[O:12]2.[CH2:33]([Al+:34][CH2:35][CH:36]([CH3:37])[CH3:38])[CH:39]([CH3:40])[CH3:41].[CH3:44][c:45]1[cH:46][cH:47][cH:48][cH:49][cH:50]1.[Cl-:42].[H-:32].[NH4+:43]>>[OH:4][c:5]1[c:6]([C:28]([CH3:29])([CH3:30])[CH3:31])[cH:7][c:8]2[c:9]([c:23]1[C:24]([CH3:25])([CH3:26])[CH3:27])[CH2:10][C:11]([CH3:13])([CH2:14][O:15][c:16]1[cH:17][cH:18][c:19]([NH2:22])[cH:20][cH:21]1)[O:12]2. The reactants are CC(CC)(C)C1=CC(=C(C=C1)NC(C)=O)[N+](=O)[O-] (N-[4-(1,1-dimethylpropyl)-2-nitrophenyl]acetamide), O (water), [OH-].[Na+] (sodium hydroxide). The solvent is CO (MeOH). Reaction conditions: time 18 hour. The product is CC(CC)(C)C1=CC(=C(N)C=C1)[N+](=O)[O-] (4-(1,1-Dimethylpropyl)-2-nitroaniline). Isolated yield 88.0%. As a reaction SMILES: [CH3:1][C:2]([C:6]1[CH:11]=[CH:10][C:9]([NH:12]C(=O)C)=[C:8]([N+:16]([O-:18])=[O:17])[CH:7]=1)([CH3:5])[CH2:3][CH3:4].O.[OH-].[Na+]>CO>[CH3:5][C:2]([C:6]1[CH:11]=[CH:10][C:9]([NH2:12])=[C:8]([N+:16]([O-:18])=[O:17])[CH:7]=1)([CH3:1])[CH2:3][CH3:4] |f:2.3|. Reported procedure: To a stirred solution of N-[4-(1,1-dimethylpropyl)-2-nitrophenyl]acetamide (Preparation 95, 15 g, 60 mmol) in MeOH:water (120 mL:80 mL) at 0° C. was added sodium hydroxide (5 g, 125.4 mmol) and the reaction stirred at room temperature for 18 hours. The reaction was concentrated in vacuo and extracted with EtOAc. The organic layer was collected, dried over Na2SO4 and concentrated in vacuo to afford the title compound (11 g, 88%). Reactants: C1(=CC=CC=C1)CC(=O)N1CC(CC1)NC1=C2C3=C(C(NC2=NC=C1)=O)C=CC=C3 (1-(1-(2-Phenylacetyl)pyrrolidin-3-ylamino)benzo[c][1,8]naphthyridin-6(5H)-one), ClCC(=O)NC1=CC=CC=C1 (2-chloro-N-phenylacetamide). The product is O=C1NC2=NC=CC(=C2C2=C1C=CC=C2)NC2CN(CC2)CC(=O)NC2=CC=CC=C2 (2-(3-(6-Oxo-5,6-dihydrobenzo[c][1,8]naphthyridin-1-ylamino)pyrrolidin-1-yl)-N-phenylacetamide). Reaction SMILES: C1(CC([N:10]2[CH2:14][CH2:13][CH:12]([NH:15][C:16]3[CH:25]=[CH:24][N:23]=[C:22]4[C:17]=3[C:18]3[CH:30]=[CH:29][CH:28]=[CH:27][C:19]=3[C:20](=[O:26])[NH:21]4)[CH2:11]2)=O)C=CC=CC=1.Cl[CH2:32][C:33]([NH:35][C:36]1[CH:41]=[CH:40][CH:39]=[CH:38][CH:37]=1)=[O:34]>>[O:26]=[C:20]1[C:19]2[CH:27]=[CH:28][CH:29]=[CH:30][C:18]=2[C:17]2[C:22](=[N:23][CH:24]=[CH:25][C:16]=2[NH:15][CH:12]2[CH2:13][CH2:14][N:10]([CH2:32][C:33]([NH:35][C:36]3[CH:41]=[CH:40][CH:39]=[CH:38][CH:37]=3)=[O:34])[CH2:11]2)[NH:21]1. Reported procedure: The title compound was synthesized according to the procedure described for the preparation of Example 370 using the amine intermediate from example 369 and 2-chloro-N-phenylacetamide to provide 371. LC-MS (M+H=414, obsd.=414). Reactants: C(C)OC(=O)N1CCN(CC1)C([C@H](CCC(=O)OC(C)(C)C)NC(=O)C1=NN(C(=C1)O[C@H](C)C(=O)O)C1=CC=CC=C1)=O (4-((S)-4-tert-Butoxycarbonyl-2-{[5-((R)-1-carboxy-ethoxy)-1-phenyl-1H-pyrazole-3-carbonyl]-amino}-butyryl)-piperazine-1-carboxylic acid ethyl ester), C=1C=CC2=C(C1)N=NN2O (HOBt), CCN(C(C)C)C(C)C (DIPEA), Cl.C(C1=CC=CC=C1)OC([C@H]1NCCC1)=O (L-proline benzyl ester hydrochloride). The solvent is C(C)(=O)OCC (ethyl acetate), C(CCl)Cl (EDC), CN(C)C=O (DMF). Conditions: time 12 hour. Product: C(C)OC(=O)N1CCN(CC1)C([C@H](CCC(=O)OC(C)(C)C)NC(=O)C1=NN(C(=C1)O[C@@H](C(=O)N1[C@@H](CCC1)C(=O)OCC1=CC=CC=C1)C)C1=CC=CC=C1)=O (4-[(S)-2-({5-[(R)-2-((S)-2-Benzyloxycarbonyl-pyrrolidin-1-yl)-1-methyl-2-oxo-ethoxy]-1-phenyl-1H-pyrazole-3-carbonyl}-amino)-4-tert-butoxycarbonyl-butyryl]-piperazine-1-carboxylic acid ethyl ester). RXN SMILES: [CH2:1]([O:3][C:4]([N:6]1[CH2:11][CH2:10][N:9]([C:12](=[O:43])[C@@H:13]([NH:23][C:24]([C:26]2[CH:30]=[C:29]([O:31][C@@H:32]([C:34]([OH:36])=O)[CH3:33])[N:28]([C:37]3[CH:42]=[CH:41][CH:40]=[CH:39][CH:38]=3)[N:27]=2)=[O:25])[CH2:14][CH2:15][C:16]([O:18][C:19]([CH3:22])([CH3:21])[CH3:20])=[O:17])[CH2:8][CH2:7]1)=[O:5])[CH3:2].C1C=CC2N(O)N=NC=2C=1.CCN(C(C)C)C(C)C.Cl.[CH2:64]([O:71][C:72](=[O:78])[C@@H:73]1[CH2:77][CH2:76][CH2:75][NH:74]1)[C:65]1[CH:70]=[CH:69][CH:68]=[CH:67][CH:66]=1>CN(C=O)C.C(OCC)(=O)C.C(Cl)CCl>[CH2:1]([O:3][C:4]([N:6]1[CH2:7][CH2:8][N:9]([C:12](=[O:43])[C@@H:13]([NH:23][C:24]([C:26]2[CH:30]=[C:29]([O:31][C@H:32]([CH3:33])[C:34]([N:74]3[CH2:75][CH2:76][CH2:77][C@H:73]3[C:72]([O:71][CH2:64][C:65]3[CH:70]=[CH:69][CH:68]=[CH:67][CH:66]=3)=[O:78])=[O:36])[N:28]([C:37]3[CH:42]=[CH:41][CH:40]=[CH:39][CH:38]=3)[N:27]=2)=[O:25])[CH2:14][CH2:15][C:16]([O:18][C:19]([CH3:20])([CH3:21])[CH3:22])=[O:17])[CH2:10][CH2:11]1)=[O:5])[CH3:2] |f:3.4|. Procedure details: To a solution of 2.000 g 4-((S)-4-tert-Butoxycarbonyl-2-{[5-((R)-1-carboxy-ethoxy)-1-phenyl-1H-pyrazole-3-carbonyl]-amino}-butyryl)-piperazine-1-carboxylic acid ethyl ester in 15 ml DMF were added 0.509 g HOBt, 1.4 ml DIPEA and 0.804 g L-proline benzyl ester hydrochloride at RT. Then 0.637 g EDC were added portionwise and the suspension stirred at RT for 12 h. The reaction mixture was diluted with ethyl acetate and subsequently extracted with aqueous LiCl (4% w/w), aqueous NaHCO3 and brine. The ...